This data is from the Open Reaction Database (ORD), a public repository of structured organic reaction records. The task is: describe an organic reaction: reactants, conditions, products, and yield Starting materials: FC(C=1C=C(CNC(C2=CC(=NC=C2)C2=C(C=CC(=C2)OCC(F)(F)F)[N+](=O)[O-])=O)C=CC1)(F)F (N-(3-(trifluoromethyl)benzyl)-2-(2-nitro-5-(2,2,2-trifluoroethoxy)phenyl)isonicotinamide). Reagents/catalysts: [Pd] (Pd/C). Solvent: CO (methanol). Conditions: time 2 hour. The product is FC(C=1C=C(CNC(C2=CC(=NC=C2)C2=C(C=CC(=C2)OCC(F)(F)F)N)=O)C=CC1)(F)F (N-(3-(trifluoromethyl)benzyl)-2-(2-amino-5-(2,2,2-trifluoroethoxy)-phenyl)isonicotinamide). RXN SMILES: [F:1][C:2]([F:35])([F:34])[C:3]1[CH:4]=[C:5]([CH:31]=[CH:32][CH:33]=1)[CH2:6][NH:7][C:8](=[O:30])[C:9]1[CH:14]=[CH:13][N:12]=[C:11]([C:15]2[CH:20]=[C:19]([O:21][CH2:22][C:23]([F:26])([F:25])[F:24])[CH:18]=[CH:17][C:16]=2[N+:27]([O-])=O)[CH:10]=1>CO.[Pd]>[F:34][C:2]([F:1])([F:35])[C:3]1[CH:4]=[C:5]([CH:31]=[CH:32][CH:33]=1)[CH2:6][NH:7][C:8](=[O:30])[C:9]1[CH:14]=[CH:13][N:12]=[C:11]([C:15]2[CH:20]=[C:19]([O:21][CH2:22][C:23]([F:25])([F:24])[F:26])[CH:18]=[CH:17][C:16]=2[NH2:27])[CH:10]=1. Reported procedure: Into a 50-mL round-bottom flask, was placed a solution of N-(3-(trifluoromethyl)benzyl)-2-(2-nitro-5-(2,2,2-trifluoroethoxy)phenyl)isonicotinamide (200 mg, 0.40 mmol, 1.00 equiv) in methanol (5 mL). The solution was treated with Pd/C (0.2 g), and stirred under an atmosphere of hydrogen for 2 h at room temperature. The solids were filtered out. The resulting mixture was concentrated under vacuum. This resulted in 200 mg (crude) of N-(3-(trifluoromethyl)benzyl)-2-(2-amino-5-(2,2,2-trifluoroethoxy)... Reactants: C(C(C)(C)C)(=O)Cl (pivaloyl chloride), N[C@@H](CO)C(=O)O (L-serine), Cl (hydrochloric acid). Run in C(C)OCC (diethyl ether), [OH-].[Na+] (sodium hydroxide), [OH-].[Na+] (sodium hydroxide). Reaction conditions: time 2.5 hour. The product is C(C(C)(C)C)(=O)N[C@@H](CO)C(=O)O (pivaloyl-L-serine). RXN SMILES: [NH2:1][C@H:2]([C:5]([OH:7])=[O:6])[CH2:3][OH:4].[C:8](Cl)(=[O:13])[C:9]([CH3:12])([CH3:11])[CH3:10].Cl>[OH-].[Na+].C(OCC)C>[C:8]([NH:1][C@H:2]([C:5]([OH:7])=[O:6])[CH2:3][OH:4])(=[O:13])[C:9]([CH3:12])([CH3:11])[CH3:10] |f:3.4|. Procedure: 5.25 g (50.0 mmol) of L-serine was dissolved in 1 N aqueous sodium hydroxide solution. 50 ml of 1 N aqueous sodium hydroxide solution and a solution of 5 ml (40.6 mmol) of pivaloyl chloride in 12 ml of diethyl ether were simultaneously added dropwise to the obtained solution in ice bath. After stirring for 2.5 hours, 70 ml of 1 N hydrochloric acid was added to the reaction mixture to make it acidic. After extracting with ethyl acetate, the organic layer was dried over anhydrous sodium sulfate, a... Reactants: NC1CNC2=CC=CC=C2C1 (3(R,S)-amino-1,2,3,4-tetrahydroquinoline), C(C=C)OC(=O)Cl (allylchloroformate), C(CCC)NC([C@@H](C[C@@H]([C@H](CC(CC(=O)N1CC(CC2=CC=CC=C12)NC(=O)C1CC1)(C)C)NC(=O)OC(C)(C)C)O)C)=O (5(S)-tert-butoxycarbonylamino-4(S)-hydroxy-2(R),7,7-trimethyl-8-[3(R,S)-cyclopropylcarbonylamino-1,2,3,4-tetrahydroquinolin-1-ylcarbonyl]-octanoic acid (N-butyl)amide). Product: C(C=C)OC(=O)NC1CNC2=CC=CC=C2C1 (3(R,S)-Allyloxycarbonylamino-1,2,3,4-tetrahydroquinoline). Reaction SMILES: [NH2:1][CH:2]1[CH2:11][C:10]2[C:5](=[CH:6][CH:7]=[CH:8][CH:9]=2)[NH:4][CH2:3]1.[CH2:12]([O:15][C:16](Cl)=[O:17])[CH:13]=[CH2:14].C(NC(=O)[C@H](C)C[C@H](O)[C@@H](NC(OC(C)(C)C)=O)CC(C)(C)CC(N1C2C(=CC=CC=2)CC(NC(C2CC2)=O)C1)=O)CCC>>[CH2:12]([O:15][C:16]([NH:1][CH:2]1[CH2:11][C:10]2[C:5](=[CH:6][CH:7]=[CH:8][CH:9]=2)[NH:4][CH2:3]1)=[O:17])[CH:13]=[CH2:14]. Reported procedure: In a manner analogous to that described in Example 109b) from 1.0 g of 1.0 g of 3(R,S)-amino-1,2,3,4-tetrahydroquinoline and 0.75 ml of allylchloroformate: Rf (P)=0.81; MS: M+ =232. Reactants: C(C1=CC=CC=C1)OC1=CC=C(C=C1)CCCCCS(=O)(=O)Cl (5-(4-Benzyloxy-phenyl)-pentanesulfonyl chloride), [NH4+].[F-] (NH4F). Run in CC(=O)C (acetone). Yields the product C(C1=CC=CC=C1)OC1=CC=C(C=C1)CCCCCS(=O)(=O)F (5-(4-Benzyloxy-phenyl)-pentanesulfonyl fluoride), C(C1=CC=CC=C1)OC1=CC=C(C=C1)CCCCCCCS(=O)(=O)F (7-(4-Benzyloxy-phenyl)-heptanesulfonyl fluoride). The yield is 251.7%. As a reaction SMILES: [CH2:1]([O:8][C:9]1[CH:14]=[CH:13][C:12]([CH2:15][CH2:16][CH2:17][CH2:18][CH2:19][S:20](Cl)(=[O:22])=[O:21])=[CH:11][CH:10]=1)[C:2]1[CH:7]=[CH:6][CH:5]=[CH:4][CH:3]=1.[NH4+].[F-:25]>CC(C)=O>[CH2:1]([O:8][C:9]1[CH:14]=[CH:13][C:12]([CH2:15][CH2:16][CH2:17][CH2:18][CH2:19][S:20]([F:25])(=[O:22])=[O:21])=[CH:11][CH:10]=1)[C:2]1[CH:7]=[CH:6][CH:5]=[CH:4][CH:3]=1.[CH2:1]([O:8][C:9]1[CH:10]=[CH:11][C:12]([CH2:15][CH2:16][CH2:17][CH2:18][CH2:19][CH2:18][CH2:19][S:20]([F:25])(=[O:22])=[O:21])=[CH:13][CH:14]=1)[C:2]1[CH:3]=[CH:4][CH:5]=[CH:6][CH:7]=1 |f:1.2|. Procedure: 5-(4-Benzyloxy-phenyl)-pentanesulfonyl fluoride (13.4) was synthesized as described in 13.1 using, 12.4 (0.3 g, 0.87 mmol) and NH4F (0.06 g, 1.64 mmol) in dry acetone (40 mL). Purification by flash column chromatography on silica gel gave the title compound (0.266 g, 91% yield) as a white solid (m p 66-68° C.). The reactants are O (water), COC(=O)C=1C(=C2C=C(C(N(C2=CN1)CC1CCCCC1)=O)Br)O (3-bromo-1-cyclohexylmethyl-5-hydroxy-2-oxo-1,2-dihydro-[1,7]naphthyridine-6-carboxylic acid methyl ester), C1(=CC=CC=C1)[Sn](CCCC)(CCCC)CCCC (PhSnBu3), Cl (HCl). The reagents and catalysts are Cl[Pd]([P](C1=CC=CC=C1)(C2=CC=CC=C2)C3=CC=CC=C3)([P](C4=CC=CC=C4)(C5=CC=CC=C5)C6=CC=CC=C6)Cl (PdCl2(PPh3)2). Run in CCOC(=O)C (EtOAc), CN(C)C=O (DMF). Reaction conditions: temperature 120 celsius. Yields the product COC(=O)C=1C(=C2C=C(C(N(C2=CN1)CC1CCCCC1)=O)C1=CC=CC=C1)O (1-Cyclohexylmethyl-5-hydroxy-2-oxo-3-phenyl-1,2-dihydro-[1,7]naphthyridine-6-carboxylic acid methyl ester). Yield: 72.4%. RXN SMILES: [CH3:1][O:2][C:3]([C:5]1[C:6]([OH:24])=[C:7]2[C:12](=[CH:13][N:14]=1)[N:11]([CH2:15][CH:16]1[CH2:21][CH2:20][CH2:19][CH2:18][CH2:17]1)[C:10](=[O:22])[C:9](Br)=[CH:8]2)=[O:4].[C:25]1([Sn](CCCC)(CCCC)CCCC)[CH:30]=[CH:29][CH:28]=[CH:27][CH:26]=1.O.Cl>CN(C=O)C.Cl[Pd](Cl)([P](C1C=CC=CC=1)(C1C=CC=CC=1)C1C=CC=CC=1)[P](C1C=CC=CC=1)(C1C=CC=CC=1)C1C=CC=CC=1.CCOC(C)=O>[CH3:1][O:2][C:3]([C:5]1[C:6]([OH:24])=[C:7]2[C:12](=[CH:13][N:14]=1)[N:11]([CH2:15][CH:16]1[CH2:21][CH2:20][CH2:19][CH2:18][CH2:17]1)[C:10](=[O:22])[C:9]([C:25]1[CH:30]=[CH:29][CH:28]=[CH:27][CH:26]=1)=[CH:8]2)=[O:4] |^1:53,72|. Procedure: A mixture of 3-bromo-1-cyclohexylmethyl-5-hydroxy-2-oxo-1,2-dihydro-[1,7]naphthyridine-6-carboxylic acid methyl ester (100 mg, 0.25 mmol), PhSnBu3 (0.1 mL, 0.30 mmol), and PdCl2(PPh3)2 (36 mg, 0.051 mmol) in DMF (5 mL) was heated at 120° C. under nitrogen atmosphere for 2 h. After the mixture was cooled to r.t., water and EtOAc were added. 1 M HCl was added until pH was about 3-4. The aqueous layer was extracted with additional EtOAc and the organic layers were combined, washed with water, and d...